Dataset: the Open Reaction Database (ORD), a public repository of structured organic reaction records. Task: describe an organic reaction: reactants, conditions, products, and yield The reactants are FC=1C=C(C(=O)Cl)C=CC1 (3-fluorobenzoyl chloride), C(C1=CC=CC=C1)NC(=O)C1=C(N=C(S1)N)C (2-amino-4-methylthiazole-5-carboxylic acid benzylamide). Yields the product C(C1=CC=CC=C1)NC(=O)C1=C(N=C(S1)NC(C1=CC(=CC=C1)F)=O)C (2-(3-Fluorobenzoylamino)-4-methylthiazole-5-carboxylic Acid Benzylamide). Yield: 18.0%. As a reaction SMILES: [F:1][C:2]1[CH:3]=[C:4]([CH:8]=[CH:9][CH:10]=1)[C:5](Cl)=[O:6].[CH2:11]([NH:18][C:19]([C:21]1[S:25][C:24]([NH2:26])=[N:23][C:22]=1[CH3:27])=[O:20])[C:12]1[CH:17]=[CH:16][CH:15]=[CH:14][CH:13]=1>>[CH2:11]([NH:18][C:19]([C:21]1[S:25][C:24]([NH:26][C:5](=[O:6])[C:4]2[CH:8]=[CH:9][CH:10]=[C:2]([F:1])[CH:3]=2)=[N:23][C:22]=1[CH3:27])=[O:20])[C:12]1[CH:17]=[CH:16][CH:15]=[CH:14][CH:13]=1. Procedure details: Following the procedure as described in Example 2, making variations only as required to use 3-fluorobenzoyl chloride in place of benzoyl chloride to react with 2-amino-4-methylthiazole-5-carboxylic acid benzylamide, the title compound was obtained as a white solid in 18% yield; m.p. 162-165° C.; 1H NMR (CDCl3, 300 MHz) δ 7.64-7.24 (m, 9H), 5.97 (t, J=5.4 Hz, 1H), 4.58 (d, J=5.4 Hz, 2H), 2.47 (s, 3H); MS (ES+) m/z 370.2 (M+1). Reactants: Cc1ccccc1, CC(C)(O)C#Cc1cccc(C(=O)c2ccc(F)cc2)c1, [Na+], [OH-]. Yields the product C#Cc1cccc(C(=O)c2ccc(F)cc2)c1. Reaction SMILES: [CH3:24][c:25]1[cH:26][cH:27][cH:28][cH:29][cH:30]1.[F:1][c:2]1[cH:3][cH:4][c:5]([C:6](=[O:7])[c:8]2[cH:9][c:10]([C:14]#[C:15][C:16]([OH:17])([CH3:18])[CH3:19])[cH:11][cH:12][cH:13]2)[cH:20][cH:21]1.[Na+:23].[OH-:22]>>[F:1][c:2]1[cH:3][cH:4][c:5]([C:6](=[O:7])[c:8]2[cH:9][c:10]([C:14]#[CH:15])[cH:11][cH:12][cH:13]2)[cH:20][cH:21]1. The product is Cc1noc(C(=O)NC(C)(C)C)c1C(N)=O. RXN SMILES: [C:1]([CH3:2])([CH3:3])([CH3:4])[NH:5][C:6](=[O:7])[c:8]1[c:9]([C:14]([O:16][CH3:15])=[O:17])[c:10]([CH3:13])[n:11][o:12]1.[NH3:18].[OH2:19]>>[C:1]([CH3:2])([CH3:3])([CH3:4])[NH:5][C:6](=[O:7])[c:8]1[c:9]([C:14](=[O:16])[NH2:18])[c:10]([CH3:13])[n:11][o:12]1. Reactants: COC(=O)c1c(C)noc1C(=O)NC(C)(C)C, N, O. The product is COc1cc(OC2CCN(C)CC2)ccc1Nc1ncc2ccc(-c3ccccc3OC)n2n1. As a reaction SMILES: [CH2:26]=[O:27].[CH3:1][O:2][c:3]1[cH:4][c:5]([O:12][CH:13]2[CH2:14][CH2:15][NH:16][CH2:17][CH2:18]2)[cH:6][cH:7][c:8]1[N+:9]([O-:10])=[O:11].[CH3:28][O:29][c:30]1[cH:31][c:32]([O:33][CH:34]2[CH2:35][CH2:36][N:37]([CH3:40])[CH2:38][CH2:39]2)[cH:41][cH:42][c:43]1[N+:44]([O-:45])=[O:46].[CH3:47][O:48][c:49]1[cH:50][c:51]([O:52][CH:53]2[CH2:54][CH2:55][N:56]([CH3:57])[CH2:58][CH2:59]2)[cH:60][cH:61][c:62]1[NH2:63].[CH3:64][S:65](=[O:66])[c:67]1[n:68][n:69]2[c:70]([cH:71][n:72]1)[cH:73][cH:74][c:75]2-[c:76]1[c:77]([O:82][CH3:83])[cH:78][cH:79][cH:80][cH:81]1.[OH:19][C:20]([C:21]([F:22])([F:23])[F:24])=[O:25]>>[CH3:28][O:29][c:30]1[cH:31][c:32]([O:33][CH:34]2[CH2:35][CH2:36][N:37]([CH3:40])[CH2:38][CH2:39]2)[cH:41][cH:42][c:43]1[NH:44][c:67]1[n:68][n:69]2[c:70]([cH:71][n:72]1)[cH:73][cH:74][c:75]2-[c:76]1[c:77]([O:82][CH3:83])[cH:78][cH:79][cH:80][cH:81]1. Starting materials: C=O, COc1cc(OC2CCNCC2)ccc1[N+](=O)[O-], COc1cc(OC2CCN(C)CC2)ccc1[N+](=O)[O-], COc1cc(OC2CCN(C)CC2)ccc1N, COc1ccccc1-c1ccc2cnc(S(C)=O)nn12, O=C(O)C(F)(F)F.